From a dataset of the Open Reaction Database (ORD), a public repository of structured organic reaction records. describe an organic reaction: reactants, conditions, products, and yield Starting materials: Cl, ClCCl, C=C1[SH]=C(SCSC#N)NC1(CC)CC. Yields the product CCC1(CC)NC(SCSC#N)=[SH]C1=C(Cl)Cl. RXN SMILES: [Cl:16].[Cl:17][CH2:18][Cl:19].[S:1]([C:2]#[N:3])[CH2:4][S:5][C:6]1=[SH:7][C:8](=[CH2:15])[C:9]([CH2:11][CH3:12])([CH2:13][CH3:14])[NH:10]1>>[S:1]([C:2]#[N:3])[CH2:4][S:5][C:6]1=[SH:7][C:8](=[C:18]([Cl:17])[Cl:19])[C:9]([CH2:11][CH3:12])([CH2:13][CH3:14])[NH:10]1. Reactants: COC1=CC=C(C(=N1)C)[N+](=O)[O-] (6-methoxy-3-nitro-2-picoline), COC(N(C)C)OC (dimethylformamide dimethylacetal), CN(C=O)C (dimethylformamide). Reaction conditions: temperature 100 celsius. Yields the product CN(C(=C)C1=NC(=CC=C1[N+](=O)[O-])OC)C (2-(2-dimethylaminoethen-2-yl)-3-nitro-6-methoxypyridine). The yield is 100.0%. Reaction SMILES: [CH3:1][O:2][C:3]1[N:8]=[C:7]([CH3:9])[C:6]([N+:10]([O-:12])=[O:11])=[CH:5][CH:4]=1.CO[CH:15](OC)[N:16](C)[CH3:17].[CH3:21]N(C)C=O>>[CH3:15][N:16]([CH3:17])[C:9]([C:7]1[C:6]([N+:10]([O-:12])=[O:11])=[CH:5][CH:4]=[C:3]([O:2][CH3:1])[N:8]=1)=[CH2:21]. Procedure details: A mixture of 2.0 gm (11.9 mMol) 6-methoxy-3-nitro-2-picoline and 16 mL (119 mMol) dimethylformamide dimethylacetal in 20 mL dimethylformamide was heated at 100° C. for 7 hours. The reaction mixture was concentrated under reduced pressure. The residue was treated with toluene and concentrated under reduced pressure. The residual solid was dried at 50° C. under reduced pressure for 1 hour to provide 2.70 gm (100%) of the desired compound as a red solid. Reactants: CN(C)C=O, CN(C(=O)OC(C)(C)C)c1cc(Cl)ccc1[N+](=O)[O-], [H-], [Na+], Sc1ccccn1. The product is CN(C(=O)OC(C)(C)C)c1cc(Sc2ccccn2)ccc1[N+](=O)[O-]. RXN SMILES: [CH3:29][N:30]([CH3:31])[CH:32]=[O:33].[Cl:8][c:9]1[cH:10][cH:11][c:12]([N+:24](=[O:25])[O-:26])[c:13]([N:15]([C:16]([O:17][C:18]([CH3:19])([CH3:20])[CH3:21])=[O:22])[CH3:23])[cH:14]1.[H-:27].[Na+:28].[SH:1][c:2]1[n:3][cH:4][cH:5][cH:6][cH:7]1>>[S:1]([c:2]1[n:3][cH:4][cH:5][cH:6][cH:7]1)[c:9]1[cH:10][cH:11][c:12]([N+:24](=[O:25])[O-:26])[c:13]([N:15]([C:16]([O:17][C:18]([CH3:19])([CH3:20])[CH3:21])=[O:22])[CH3:23])[cH:14]1. Starting materials: ClC=1C=C(C=CC1)O (m-chloro-phenol), [Na] (sodium), ClCC(C[PH4])=O (chloro acetonyl phosphorane). Solvent: [Na].CO (methanol sodium). Product: ClC=1C=C(OCC(C[PH4])=O)C=CC1 (3-(m-chloro-phenoxy)-acetonyl-phosphorane). Isolated yield 177.5%. As a reaction SMILES: [Na].[Cl:2][C:3]1[CH:4]=[C:5]([OH:9])[CH:6]=[CH:7][CH:8]=1.Cl[CH2:11][C:12](=[O:15])[CH2:13][PH4:14]>[Na].CO>[Cl:2][C:3]1[CH:4]=[C:5]([CH:6]=[CH:7][CH:8]=1)[O:9][CH2:11][C:12](=[O:15])[CH2:13][PH4:14] |f:3.4,^1:0,15|. Reported procedure: From 5.75 g (0.25 mole) of metallic sodium and 200 ml of methanol sodium methylate is prepared. 32 g (0.25 mole) of m-chloro-phenol are added, the mixture is refluxed for an hour and evaporated to dryness. The solid residue is suspended in 200 ml of benzene and 88 g (0.25 mole) of chloro acetonyl phosphorane are added. The reaction mixture is refluxed for 3 hours. The sodium chloride is removed by filtration of the hot mixture and the benzene filtrate is evaporated in vacuo. The residual solid c... Procedure details: Dissolve N-[2-(1,3-dihydro-1,3-dioxo-2H-isoindol-2-yl)-1-oxo-3-phenylpropyl]-L-serine, methyl ester (25 g, 63 mmol) in methylene chloride/cyclohexane (1:1, 600 mL). Add allyl trichloroacetimidate (26 g, 128 mmol) and trifluoromethanesulfonic acid (5 mL), 56.6 mmol). Stir at room temperature under a nitrogen atmosphere for 5 hours and dilute with methylene chloride. Wash with saturated aqueous sodium hydrogen carbonate, water, dry (MgSO4) and evaporate the solvent in vacuo. Purify by silica gel c... Yields the product O=C1N(C(C2=CC=CC=C12)=O)C(C(=O)N[C@@H](COCC=C)C(=O)OC)CC1=CC=CC=C1 (N-[2-(1,3-Dihydro-1,3-dioxo-2H-isoindol-2-yl)-1-oxo-3-phenylpropyl]-O-2-propenyl-L-serine, methyl ester). Starting materials: ClC(C(OCC=C)=N)(Cl)Cl (allyl trichloroacetimidate), O=C1N(C(C2=CC=CC=C12)=O)C(C(=O)N[C@@H](CO)C(=O)OC)CC1=CC=CC=C1 (N-[2-(1,3-dihydro-1,3-dioxo-2H-isoindol-2-yl)-1-oxo-3-phenylpropyl]-L-serine, methyl ester), FC(S(=O)(=O)O)(F)F (trifluoromethanesulfonic acid). The solvent is C(Cl)Cl (methylene chloride), C(Cl)Cl.C1CCCCC1 (methylene chloride cyclohexane). Conditions: time 5 hour. As a reaction SMILES: [O:1]=[C:2]1[C:10]2[C:5](=[CH:6][CH:7]=[CH:8][CH:9]=2)[C:4](=[O:11])[N:3]1[CH:12]([CH2:23][C:24]1[CH:29]=[CH:28][CH:27]=[CH:26][CH:25]=1)[C:13]([NH:15][C@H:16]([C:19]([O:21][CH3:22])=[O:20])[CH2:17][OH:18])=[O:14].ClC(Cl)(Cl)C(=N)O[CH2:34][CH:35]=[CH2:36].FC(F)(F)S(O)(=O)=O>C(Cl)Cl.C1CCCCC1.C(Cl)Cl>[O:1]=[C:2]1[C:10]2[C:5](=[CH:6][CH:7]=[CH:8][CH:9]=2)[C:4](=[O:11])[N:3]1[CH:12]([CH2:23][C:24]1[CH:25]=[CH:26][CH:27]=[CH:28][CH:29]=1)[C:13]([NH:15][C@H:16]([C:19]([O:21][CH3:22])=[O:20])[CH2:17][O:18][CH2:36][CH:35]=[CH2:34])=[O:14] |f:3.4|. Procedure details: A stirred solution of 5-bromo-2-methoxyphenol (74 g) and anhydrous potassium carbonate (73.6 g) in dry dimethylformamide (500 mL) is treated with cyclopentyl bromide (80.5 g) and the solution is heated at 60° C. for 16 hours. It is then concentrated, and the resulting residue is triturated with water (250 mL), and extracted with dichloromethane (3×250 mL). The combined extracts are dried and evaporated, to give 3-cyclopentyloxy-4-methoxyphenyl bromide (95.5 g), in the form of a light brown oil. Isolated yield 96.6%. Run in CN(C=O)C (dimethylformamide). RXN SMILES: [Br:1][C:2]1[CH:3]=[CH:4][C:5]([O:9][CH3:10])=[C:6]([OH:8])[CH:7]=1.C(=O)([O-])[O-].[K+].[K+].[CH:17]1(Br)[CH2:21][CH2:20][CH2:19][CH2:18]1>CN(C)C=O>[CH:17]1([O:8][C:6]2[CH:7]=[C:2]([Br:1])[CH:3]=[CH:4][C:5]=2[O:9][CH3:10])[CH2:21][CH2:20][CH2:19][CH2:18]1 |f:1.2.3|. Reaction conditions: temperature 60 celsius. Reactants: BrC=1C=CC(=C(C1)O)OC (5-bromo-2-methoxyphenol), C([O-])([O-])=O.[K+].[K+] (potassium carbonate), C1(CCCC1)Br (cyclopentyl bromide). Yields the product C1(CCCC1)OC=1C=C(C=CC1OC)Br (3-cyclopentyloxy-4-methoxyphenyl bromide). As a reaction SMILES: [CH2:1]([CH3:2])[O:3][C:4]([CH2:5][n:6]1[c:7]([C:22](=[O:23])[O:24][CH2:25][CH3:26])[c:8]2[cH:9][cH:10][c:11]([Cl:21])[cH:12][c:13]2[c:14]1-[c:15]1[cH:16][cH:17][cH:18][cH:19][cH:20]1)=[O:27].[CH3:30][CH2:31][OH:32].[Na+:29].[OH-:28]>>[O:3]=[C:4]([CH2:5][n:6]1[c:7]([C:22](=[O:23])[O:24][CH2:25][CH3:26])[c:8]2[cH:9][cH:10][c:11]([Cl:21])[cH:12][c:13]2[c:14]1-[c:15]1[cH:16][cH:17][cH:18][cH:19][cH:20]1)[OH:27]. The reactants are CCOC(=O)Cn1c(C(=O)OCC)c2ccc(Cl)cc2c1-c1ccccc1, CCO, [Na+], [OH-]. Product: CCOC(=O)c1c2ccc(Cl)cc2c(-c2ccccc2)n1CC(=O)O. Starting materials: [BH4-], CC(=O)c1cc(Br)ccc1[N+](=O)[O-], [Na+], O. The product is CC(O)c1cc(Br)ccc1[N+](=O)[O-]. As a reaction SMILES: [BH4-:14].[C:1]([CH3:2])(=[O:3])[c:4]1[cH:5][c:6]([Br:13])[cH:7][cH:8][c:9]1[N+:10](=[O:11])[O-:12].[Na+:15].[OH2:16]>>[CH:1]([CH3:2])([OH:3])[c:4]1[cH:5][c:6]([Br:13])[cH:7][cH:8][c:9]1[N+:10](=[O:11])[O-:12]. Starting materials: COCC=1C=C(C=CC1)[N+](=O)[O-] (3-(methoxy-methyl)nitrobenzene), FC(C(F)F)(OC=1C=C(C=O)C=CC1)F (3-(1,1,2,2-tetrafluoroethoxy)benzaldehyde), crude product, FC(C1CO1)(F)F (1,1,1-trifluoro-2,3-epoxypropane), C(C)(=O)O (acetic acid), [BH-](OC(=O)C)(OC(=O)C)OC(=O)C.[Na+] (NaBH(OAc)3). Reagents/catalysts: FC(S(=O)(=O)[O-])(F)F.[Yb+3].FC(S(=O)(=O)[O-])(F)F.FC(S(=O)(=O)[O-])(F)F (Ytterbium (III) trifluoromethanesulfonate). Solvent: ClC(C)Cl (dichloroethane), C(C)#N (acetonitrile). Run at time 48 hour. Yields the product COCC=1C=C(C=CC1)N(CC(C(F)(F)F)O)CC1=CC(=CC=C1)OC(C(F)F)(F)F (3-[[3-(methoxymethyl)phenyl][[3-(1,1,2,2-tetrafluoroethoxy)-phenyl]methyl]amino]-1,1,1,-trifluoro2-propanol). The yield is 97.0%. Reaction SMILES: [CH3:1][O:2][CH2:3][C:4]1[CH:5]=[C:6]([N+:10]([O-])=O)[CH:7]=[CH:8][CH:9]=1.[F:13][C:14]([F:27])([O:18][C:19]1[CH:20]=[C:21]([CH:24]=[CH:25][CH:26]=1)[CH:22]=O)[CH:15]([F:17])[F:16].C(O)(=O)C.[BH-](OC(C)=O)(OC(C)=O)OC(C)=O.[Na+].[F:46][C:47]([F:52])([F:51])[CH:48]1[O:50][CH2:49]1>ClC(Cl)C.C(#N)C.FC(F)(F)S([O-])(=O)=O.[Yb+3].FC(F)(F)S([O-])(=O)=O.FC(F)(F)S([O-])(=O)=O>[CH3:1][O:2][CH2:3][C:4]1[CH:5]=[C:6]([N:10]([CH2:22][C:21]2[CH:24]=[CH:25][CH:26]=[C:19]([O:18][C:14]([F:27])([F:13])[CH:15]([F:17])[F:16])[CH:20]=2)[CH2:49][CH:48]([OH:50])[C:47]([F:52])([F:51])[F:46])[CH:7]=[CH:8][CH:9]=1 |f:3.4,8.9.10.11|. Procedure details: EX-514C) The 3-(methoxymethyl)aniline (1.85 g, 13.51 mmol) product from EX-514B and 3-(1,1,2,2-tetrafluoroethoxy)benzaldehyde (3 g, 13.5 mmol) were dissolved in 25 mL of dichloroethane and acetic acid (0.85 mL, 14.8 mmol), then solid NaBH(OAc)3 (3.73 g, 17.6 mmol) was added. The mixture was stirred at room temperature for 48 hours, then quenched with aqueous saturated sodium bicarbonate and diluted with ethyl acetate. The organic layer was washed with brine, then dried over MgSO4, and concentrat...